describe an organic reaction: reactants, conditions, products, and yield From a dataset of the Open Reaction Database (ORD), a public repository of structured organic reaction records. The reactants are CC(C)C1=C(C(=CC=C1)C(C)C)CC(=O)C=1C(=C(C(=CC1)C(C)C)OS(N)(=O)=O)C(C)C (Sulfamic acid[[2,6-bis(1-methylethyl)phenyl]-acetyl]-2,6-bis(1-methylethyl)phenyl ester), C(C)(C)C1=C(C(=CC=C1)C(C)C)CC(=O)Cl (2,6-diisopropylphenylacetyl chloride), COC1=C(C=C(C=C1)OC)CC(=O)Cl (2,5-dimethoxyphenylacetyl chloride). The product is COC1=C(C=C(C=C1)OC)CC(=O)C=1C(=C(C(=CC1)C(C)C)OS(N)(=O)=O)C(C)C (sulfamic acid[2,5-dimethoxyphenyl-(acetyl)]-2,6-bis(1-methylethyl)phenyl ester). As a reaction SMILES: CC(C1C=CC=C(C(C)C)C=1CC([C:16]1[C:17]([CH:30]([CH3:32])[CH3:31])=[C:18]([O:25][S:26](=[O:29])(=[O:28])[NH2:27])[C:19]([CH:22]([CH3:24])[CH3:23])=[CH:20][CH:21]=1)=O)C.C(C1C=CC=C(C(C)C)C=1CC(Cl)=O)(C)C.[CH3:49][O:50][C:51]1[CH:56]=[CH:55][C:54]([O:57][CH3:58])=[CH:53][C:52]=1[CH2:59][C:60](Cl)=[O:61]>>[CH3:49][O:50][C:51]1[CH:56]=[CH:55][C:54]([O:57][CH3:58])=[CH:53][C:52]=1[CH2:59][C:60]([C:16]1[C:17]([CH:30]([CH3:32])[CH3:31])=[C:18]([O:25][S:26](=[O:28])(=[O:29])[NH2:27])[C:19]([CH:22]([CH3:24])[CH3:23])=[CH:20][CH:21]=1)=[O:61]. Procedure: This compound was prepared in the same manner as for the title compound of Example 1, except that 2,6-diisopropylphenylacetyl chloride was replaced with 2,5-dimethoxyphenylacetyl chloride, mp 150°-152° C. Starting materials: FC=1C=NC=C(C(=NO)Cl)C1 (5-Fluoro-N-hydroxynicotinimidoyl chloride), C(#C)C1=CC(=CC(=C1)F)F (1-ethynyl-3,5-difluorobenzene), N (NH3). Product: FC=1C=C(C=C(C1)F)C1=CC(=NO1)C=1C=NC=C(C1)F (5-(3,5-Difluorophenyl)-3-(5-fluoropyridin-3-yl)isoxazole). RXN SMILES: [F:1][C:2]1[CH:3]=[N:4][CH:5]=[C:6]([CH:11]=1)[C:7](Cl)=[N:8][OH:9].[C:12]([C:14]1[CH:19]=[C:18]([F:20])[CH:17]=[C:16]([F:21])[CH:15]=1)#[CH:13].N>>[F:20][C:18]1[CH:19]=[C:14]([C:12]2[O:9][N:8]=[C:7]([C:6]3[CH:5]=[N:4][CH:3]=[C:2]([F:1])[CH:11]=3)[CH:13]=2)[CH:15]=[C:16]([F:21])[CH:17]=1. Procedure details: The titled compound was prepared according to Method CB using the product of Example 28B (88 mg, 0.5 mmol) and 1-ethynyl-3,5-difluorobenzene (Apollo, 69 mg, 0.5 mmol). 1H NMR (300 MHz, MeOH-d4) 87.16 (tt, J=9.1, 2.2 Hz, 1H), 7.53 (s, 1H), 7.54-7.63 (m, 2H), 8.17 (ddd, J=9.1, 2.8, 1.6 Hz, 1H), 8.62 (d, J=2.8 Hz, 1H), 8.97 (t, J=1.6 Hz, 1H) ppm; MS (DCI/NH3) m/z 277 (M+H)+. The reactants are C(#C)C=1C=C(C=CC1)NC(OC(C)(C)C)=O (tert-Butyl (3-ethynylphenyl)carbamate), IC1=C(C=CC(=C1)[N+](=O)[O-])NC(OC(C)(C)C)=O (tert-butyl (2-iodo-4-nitrophenyl)carbamate), O1CCCC1 (tetrahydrofuran). The reagents and catalysts are [Cu]I (copper(I) iodide), Cl[Pd]([P](C1=CC=CC=C1)(C2=CC=CC=C2)C3=CC=CC=C3)([P](C4=CC=CC=C4)(C5=CC=CC=C5)C6=CC=CC=C6)Cl (bis(triphenylphosphine)palladium(II) chloride). Solvent: C(C)N(CC)CC (triethylamine). Conditions: temperature 65 celsius, time 3 hour. Yields the product C(C)(C)(C)OC(=O)NC1=C(C=C(C=C1)[N+](=O)[O-])C#CC=1C=C(C=CC1)NC(OC(C)(C)C)=O (tert-Butyl [3-({2-[(tert-butoxycarbonyl)amino]-5-nitrophenyl}ethynyl)phenyl]carbamate). Isolated yield 80.0%. Reaction SMILES: I[C:2]1[CH:7]=[C:6]([N+:8]([O-:10])=[O:9])[CH:5]=[CH:4][C:3]=1[NH:11][C:12](=[O:18])[O:13][C:14]([CH3:17])([CH3:16])[CH3:15].O1CCCC1.[C:24]([C:26]1[CH:27]=[C:28]([NH:32][C:33](=[O:39])[O:34][C:35]([CH3:38])([CH3:37])[CH3:36])[CH:29]=[CH:30][CH:31]=1)#[CH:25]>[Cu]I.Cl[Pd](Cl)([P](C1C=CC=CC=1)(C1C=CC=CC=1)C1C=CC=CC=1)[P](C1C=CC=CC=1)(C1C=CC=CC=1)C1C=CC=CC=1.C(N(CC)CC)C>[C:14]([O:13][C:12]([NH:11][C:3]1[CH:4]=[CH:5][C:6]([N+:8]([O-:10])=[O:9])=[CH:7][C:2]=1[C:25]#[C:24][C:26]1[CH:27]=[C:28]([NH:32][C:33](=[O:39])[O:34][C:35]([CH3:37])([CH3:36])[CH3:38])[CH:29]=[CH:30][CH:31]=1)=[O:18])([CH3:17])([CH3:16])[CH3:15] |^1:44,63|. Procedure: Into the reaction flask was added tert-butyl (2-iodo-4-nitrophenyl)carbamate (2.71 g, 7.44 mmol), copper(I) iodide (0.057 g, 0.30 mmol), bis(triphenylphosphine)palladium(II) chloride (0.21 g, 0.30 mmol), tetrahydrofuran (20 mL), and triethylamine (1.1 mL). It was stirred under N2 bubbling for 5 min. tert-Butyl (3-ethynylphenyl)carbamate (1.62 g, 7.44 mmol) was then added. The reaction mixture was stirred at 65° C. for 3 h. After concentration, the residue was diluted with EtOAc and water. The aq...